From a dataset of the Open Reaction Database (ORD), a public repository of structured organic reaction records. describe an organic reaction: reactants, conditions, products, and yield Reactants: C(C)(C)(C)OC(=O)N(CC(=O)O)C (N-t-Butyloxycarbonyl-N-methylglycine), C1(CCCCC1)N=C=NC1CCCCC1 (N,N′-Dicyclohexylcarbodiimide), C(C1=CC=CC=C1)N1C=NC=2C(=NC=3C=CC=CC3C21)N (1-benzyl-1H-imidazo[4,5-c]quinolin-4-amine). The solvent is C(C)N(CC)CC (triethylamine). Run at temperature 0 celsius, time 1 hour. The product is C(=O)(OC(C)(C)C)N(C)CC(=O)O.C(C1=CC=CC=C1)N1C=NC=2C(=NC=3C=CC=CC3C21)C(=O)N (Boc-sarcosine 1-benzyl-1H-imidazo[4,5-c]quinolin-4-amide). The yield is 134.3%. Reaction SMILES: [C:1]([O:5][C:6]([N:8]([CH3:13])[CH2:9][C:10]([OH:12])=[O:11])=[O:7])([CH3:4])([CH3:3])[CH3:2].C1(N=C=NC2CCCCC2)CCCCC1.[CH2:29]([N:36]1[C:48]2[C:47]3[CH:46]=[CH:45][CH:44]=[CH:43][C:42]=3[N:41]=[C:40](N)[C:39]=2[N:38]=[CH:37]1)[C:30]1[CH:35]=[CH:34][CH:33]=[CH:32][CH:31]=1>C(N(CC)CC)C>[C:6]([N:8]([CH2:9][C:10]([OH:12])=[O:11])[CH3:13])([O:5][C:1]([CH3:3])([CH3:4])[CH3:2])=[O:7].[CH2:29]([N:36]1[C:48]2[C:47]3[CH:46]=[CH:45][CH:44]=[CH:43][C:42]=3[N:41]=[C:40]([C:6]([NH2:8])=[O:5])[C:39]=2[N:38]=[CH:37]1)[C:30]1[CH:35]=[CH:34][CH:33]=[CH:32][CH:31]=1 |f:4.5|. Reported procedure: 18.9 g (0.1 mol) of N-t-Butyloxycarbonyl-N-methylglycine was dissolved in 300 ml of dichloromethylene. 20.6 g of N,N′-Dicyclohexylcarbodiimide was added into the reaction mixture. The mixture was stirred for 1 hour at 0° C. 32.2 g (0.1 mol) of 1-benzyl-1H-imidazo[4,5-c]quinolin-4-amine and 20 ml of triethylamine were added into the reaction mixture. The mixture was stirred for 3 hours at RT. The solid was removed by filtration. The dichloromethylene solution was washed with water (1×100 ml), 30%...